Dataset: the Open Reaction Database (ORD), a public repository of structured organic reaction records. Task: describe an organic reaction: reactants, conditions, products, and yield The reactants are esters, FC(C1=CC=C(C=N1)CN1C(CC2(CC2)CC1)C(=O)NC1(CC1)C1=CC=C(C(=O)OC)C=C1)(F)F (methyl 4-(1-(6-((6-(trifluoromethyl)pyridin-3-yl)methyl)-6-azaspiro[2.5]octane-5-carboxamido)cyclopropyl)benzoate), [Li+].[OH-] (LiOH). Yields the product FC(C1=CC=C(C=N1)CN1C(CC2(CC2)CC1)C(=O)NC1(CC1)C1=CC=C(C(=O)O)C=C1)(F)F (4-(1-(6-((6-(trifluoromethyl)pyridin-3-yl)methyl)-6-azaspiro[2.5]octane-5-carboxamido)cyclopropyl)benzoic acid). Isolated yield 76.7%. RXN SMILES: [F:1][C:2]([F:35])([F:34])[C:3]1[N:8]=[CH:7][C:6]([CH2:9][N:10]2[CH2:17][CH2:16][C:13]3([CH2:15][CH2:14]3)[CH2:12][CH:11]2[C:18]([NH:20][C:21]2([C:24]3[CH:33]=[CH:32][C:27]([C:28]([O:30]C)=[O:29])=[CH:26][CH:25]=3)[CH2:23][CH2:22]2)=[O:19])=[CH:5][CH:4]=1.[Li+].[OH-]>>[F:35][C:2]([F:1])([F:34])[C:3]1[N:8]=[CH:7][C:6]([CH2:9][N:10]2[CH2:17][CH2:16][C:13]3([CH2:15][CH2:14]3)[CH2:12][CH:11]2[C:18]([NH:20][C:21]2([C:24]3[CH:33]=[CH:32][C:27]([C:28]([OH:30])=[O:29])=[CH:26][CH:25]=3)[CH2:22][CH2:23]2)=[O:19])=[CH:5][CH:4]=1 |f:1.2|. Procedure: The title compound (E8) (35 mg) was prepared according to the general procedure for esters hydrolysis (Method D) starting from methyl 4-(1-(6-((6-(trifluoromethyl)pyridin-3-yl)methyl)-6-azaspiro[2.5]octane-5-carboxamido)cyclopropyl)benzoate (D124) (47 mg). (LiOH: 4 eq; Reaction time: 5 hrs; RT) Starting materials: FC(C(C(C(C(C(C(C(C(=O)Cl)(F)F)(F)F)(F)F)(F)F)(F)F)(F)F)(F)F)(C(F)(F)F)F (nonadecafluoro-1-decanoyl chloride), C(C=C)N (Allyl amine). The solvent is C(C)(C)OC(C)C (isopropyl ether), C(C)(C)OC(C)C (isopropyl ether), C(C)(C)OC(C)C (isopropyl ether). Reaction conditions: temperature 30 celsius. Product: C(C=C)NC(C(C(C(C(C(C(C(C(C(F)(F)F)(F)F)(F)F)(F)F)(F)F)(F)F)(F)F)(F)F)(F)F)=O (N-allyl nonadecafluoro-1-decanamide). RXN SMILES: [CH2:1]([NH2:4])[CH:2]=[CH2:3].[F:5][C:6]([F:35])([C:31]([F:34])([F:33])[F:32])[C:7]([F:30])([F:29])[C:8]([F:28])([F:27])[C:9]([F:26])([F:25])[C:10]([F:24])([F:23])[C:11]([F:22])([F:21])[C:12]([F:20])([F:19])[C:13]([F:18])([F:17])[C:14](Cl)=[O:15]>C(OC(C)C)(C)C>[CH2:1]([NH:4][C:14](=[O:15])[C:13]([F:17])([F:18])[C:12]([F:19])([F:20])[C:11]([F:21])([F:22])[C:10]([F:23])([F:24])[C:9]([F:25])([F:26])[C:8]([F:28])([F:27])[C:7]([F:30])([F:29])[C:6]([F:35])([F:5])[C:31]([F:34])([F:33])[F:32])[CH:2]=[CH2:3]. Procedure details: Allyl amine (6.03 milliliters, 3.0 molar equivalent) and isopropyl ether (35.0 milliliters) were added to a 3-neck 100-milliliter round bottom flask equipped with water cooled condenser (to a nitrogen inlet), dropping funnel and thermometer adapter (to a Thermowatch device) at room temperature under a nitrogen blanket. A solution of nonadecafluoro-1-decanoyl chloride (14.27 grams, 1.0 molar equivalent) in 5.0 milliliters isopropyl ether was added by the dropping funnel over 2 hours while maintai... Reactants: C1(=CC=CC=C1)C(=CC(=O)OCC)C1CCN(CC1)OC(=O)C(C)(C)C (Ethyl 3-phenyl-3-(1-tert-butylcarbonyloxypiperidin-4-yl)acrylate). The solvent is C(C)O (ethanol). Conditions: time 72 hour. The product is CCCC(C)C (isohexane), C1(=CC=CC=C1)C(CC=O)C1CCN(CC1)OC(=O)C(C)(C)C (3-Phenyl-3-(1-tert-butylcarbonyloxypiperidin-4-yl)propionaldehyde). Yield: 133.6%. Reaction SMILES: [C:1]1([C:7]([CH:14]2[CH2:19][CH2:18][N:17]([O:20][C:21]([C:23]([CH3:26])([CH3:25])[CH3:24])=[O:22])[CH2:16][CH2:15]2)=[CH:8][C:9](OCC)=[O:10])[CH:6]=[CH:5][CH:4]=[CH:3][CH:2]=1>C(O)C>[CH3:3][CH2:2][CH2:1][CH:7]([CH3:14])[CH3:8].[C:1]1([CH:7]([CH:14]2[CH2:19][CH2:18][N:17]([O:20][C:21]([C:23]([CH3:26])([CH3:25])[CH3:24])=[O:22])[CH2:16][CH2:15]2)[CH2:8][CH:9]=[O:10])[CH:6]=[CH:5][CH:4]=[CH:3][CH:2]=1. Procedure: Ethyl 3-phenyl-3-(1-tert-butylcarbonyloxypiperidin-4-yl)acrylate (˜25 mmol) was dissolved in ethanol (200 mL) and the solution purged with argon. 20% Palladium hydroxide (2 g) was added and the resulting mixture was stirred at room temperature under an atmosphere of hydrogen (balloon) for 72 h. The mixture was purged with argon, filtered and the filtrate evaporated. The crude product was purified by silica gel chromatography (eluent: isohexane then 35% ethyl acetate in isohexane) to give the sub... Starting materials: C(C)C=1C(=C(C(=O)OC)C(=CC1)NS(=O)(=O)C1=C(C=C(C=C1)F)CCCCOS(=O)(=O)C)OC (methyl 3-ethyl-6-{[(4-fluoro-2-{4-[(methylsulfonyl)oxyl]butyl}phenyl)sulfonyl]amino}-2-methoxybenzoate), CC1NCCC1 (2-methylpyrrolidine). Solvent: CC#N (CH3CN). Yields the product C(C)C=1C(=C(C(=O)OC)C(=CC1)NS(=O)(=O)C1=C(C=C(C=C1)F)CCCCN1C(CCC1)C)OC (methyl 3-ethyl-6-[({4-fluoro-2-[4-(2-methyl-1-pyrrolidinyl)butyl]phenyl}sulfonyl)amino]-2-methoxybenzoate). As a reaction SMILES: [CH2:1]([C:3]1[C:4]([O:33][CH3:34])=[C:5]([C:10]([NH:13][S:14]([C:17]2[CH:22]=[CH:21][C:20]([F:23])=[CH:19][C:18]=2[CH2:24][CH2:25][CH2:26][CH2:27]OS(C)(=O)=O)(=[O:16])=[O:15])=[CH:11][CH:12]=1)[C:6]([O:8][CH3:9])=[O:7])[CH3:2].[CH3:35][CH:36]1[CH2:40][CH2:39][CH2:38][NH:37]1>CC#N>[CH2:1]([C:3]1[C:4]([O:33][CH3:34])=[C:5]([C:10]([NH:13][S:14]([C:17]2[CH:22]=[CH:21][C:20]([F:23])=[CH:19][C:18]=2[CH2:24][CH2:25][CH2:26][CH2:27][N:37]2[CH2:38][CH2:39][CH2:40][CH:36]2[CH3:35])(=[O:16])=[O:15])=[CH:11][CH:12]=1)[C:6]([O:8][CH3:9])=[O:7])[CH3:2]. Procedure: A solution of Example 615D (0.165 g, 0.31 mmol) and 2-methylpyrrolidine (70 mg, 0.8 mmol) in anhydrous CH3CN (3.0 mL) was heated at 50° C. for 10 hours. The mixture was directly purified on a silica gel column, eluting with ethyl acetate, then 5% methanol in CH2Cl2, giving the desired product. 85 mg, 52.7%. MS (ESI(−)) m/e 505 (M−H)−. The reactants are C(C)(=O)N1C(C(C2=CC(=CC=C12)OC)CCBr)C (1-acetyl-3-(2-bromoethyl)-5-methoxy-2-methylindoline), C1(=CC=CC=C1)C1CCNCC1 (4-phenylpiperidine). The product is C(C)(=O)N1C(C(C2=CC(=CC=C12)OC)CCN1CCC(CC1)C1=CC=CC=C1)C (1-acetyl-5-methoxy-2-methyl-3-[2-(4-phenyl-piperidino)ethyl]indoline). RXN SMILES: [C:1]([N:4]1[C:12]2[C:7](=[CH:8][C:9]([O:13][CH3:14])=[CH:10][CH:11]=2)[CH:6]([CH2:15][CH2:16]Br)[CH:5]1[CH3:18])(=[O:3])[CH3:2].[C:19]1([CH:25]2[CH2:30][CH2:29][NH:28][CH2:27][CH2:26]2)[CH:24]=[CH:23][CH:22]=[CH:21][CH:20]=1>>[C:1]([N:4]1[C:12]2[C:7](=[CH:8][C:9]([O:13][CH3:14])=[CH:10][CH:11]=2)[CH:6]([CH2:15][CH2:16][N:28]2[CH2:29][CH2:30][CH:25]([C:19]3[CH:24]=[CH:23][CH:22]=[CH:21][CH:20]=3)[CH2:26][CH2:27]2)[CH:5]1[CH3:18])(=[O:3])[CH3:2]. Reported procedure: In the manner described in Example 1, treatment of 1-acetyl-3-(2-bromoethyl)-5-methoxy-2-methylindoline with 4-phenylpiperidine gives the product as an amorphous solid. Reaction conditions: temperature 2 celsius, time 30 minute. The reactants are N,N'-carbonyldiimidazole, NC=1C(C2=C(C=NC=C2)C=CC1)=O (6-aminocyclohepta[1,2-c]pyridin-5-one), C(C)(=O)OCC (ethyl acetate). Reaction SMILES: [NH2:1][C:2]1[C:3](=[O:13])[C:4]2[CH:9]=[CH:8][N:7]=[CH:6][C:5]=2[CH:10]=[CH:11][CH:12]=1.[C:14](OCC)(=[O:16])C>>[O:13]1[C:3]2[C:4]3[CH:9]=[CH:8][N:7]=[CH:6][C:5]=3[CH2:10][CH2:11][CH2:12][C:2]=2[NH:1][C:14]1=[O:16]. Yields the product O1C(NC2=C1C1=C(C=NC=C1)CCC2)=O (3,4,5,6-tetrahydro-2H-oxazolo[5',4':3,4]cyclohepta[1,2-c]pyridin-2-one). Procedure: N,N'-carbonyldiimidazole (4.86 g, 0.030 mole) was added portionwise to a stirred, aqueous solution of 6-aminocyclohepta[1,2-c]pyridin-5-one (4.20g, 0.0169 mole) maintained at 2° C. After stirring for 30 minutes, ethyl acetate (~300 ml) was added and the mixture stirred until it reached room temperature. The organic phase was extracted with water (150 ml), washed with brine, and dried (MgSO4). The light brown solid isolated after solvent removal was heated (180° C.) for 35 minutes, cooled to room... Solvent: C1CCOC1 (THF), C1CCOC1 (THF). As a reaction SMILES: [CH2:1]([O:8][C:9]1[CH:10]=[C:11]([C:15]2([F:27])[CH2:20][CH2:19][N:18]([CH2:21][CH2:22][C:23]([O:25]C)=O)[CH2:17][CH2:16]2)[CH:12]=[CH:13][CH:14]=1)[C:2]1[CH:7]=[CH:6][CH:5]=[CH:4][CH:3]=1.[CH2:28]([Mg]Cl)[C:29]1[CH:34]=[CH:33][CH:32]=[CH:31][CH:30]=1>C1COCC1>[CH2:1]([O:8][C:9]1[CH:10]=[C:11]([C:15]2([F:27])[CH2:20][CH2:19][N:18]([CH2:21][CH2:22][C:23]([CH2:1][C:2]3[CH:7]=[CH:6][CH:5]=[CH:4][CH:3]=3)([CH2:28][C:29]3[CH:34]=[CH:33][CH:32]=[CH:31][CH:30]=3)[OH:25])[CH2:17][CH2:16]2)[CH:12]=[CH:13][CH:14]=1)[C:2]1[CH:3]=[CH:4][CH:5]=[CH:6][CH:7]=1. Starting materials: solution, C(C1=CC=CC=C1)[Mg]Cl (benzylmagnesium chloride), C(C1=CC=CC=C1)OC=1C=C(C=CC1)C1(CCN(CC1)CCC(=O)OC)F (methyl 3-[4-(3-benzyloxyphenyl)-4-fluoropiperidin-1-yl]propionate). The yield is 49.0%. Conditions: time 14 hour. The product is C(C1=CC=CC=C1)OC=1C=C(C=CC1)C1(CCN(CC1)CCC(O)(CC1=CC=CC=C1)CC1=CC=CC=C1)F (3-[4-(3-benzyloxyphenyl)-4-fluoropiperidin-1-yl]-1,1-dibenzylpropan-1-ol). Reported procedure: A solution of methyl 3-[4-(3-benzyloxyphenyl)-4-fluoropiperidin-1-yl]propionate (100 mg, 0.27 mmol) in THF (5 mL) was cooled in an ice bath and a 2M solution of benzylmagnesium chloride in THF (0.338 mL, 0.68 mmol) added dropwise over 5 minutes. The resulting yellow solution was then stirred for 14 h during which time the reaction reached room temperature. The mixture was then quenched with 25% aqueous ammonium chloride solution (10 mL) and diluted with ethyl acetate (3×10 mL). The organic layer... Reactants: C1(CCCC1)/C(=C/C#N)/N1N=CC(=C1)C=1C2=C(N=CN1)N(C=C2)COCC[Si](C)(C)C ((Z)-3-Cyclopentyl-3-(4-(7-((2-(trimethylsilyl)ethoxy)methyl)-7H-pyrrolo[2,3-d]pyrimidin-4-yl)-1H-pyrazol-1-yl)acrylonitrile), [Ru(p-cymene)(S—C3-TunePhos)Cl]Cl, [H][H] (hydrogen). The solvent is C(Cl)Cl (methylene chloride). Conditions: temperature 75 celsius, time 19 hour. The product is C1(CCCC1)[C@H](CC#N)N1N=CC(=C1)C=1C2=C(N=CN1)N(C=C2)COCC[Si](C)(C)C ((S)-3-Cyclopentyl-3-(4-(7-((2-(trimethylsilyl)ethoxy)methyl)-7H-pyrrolo[2,3-d]pyrimidin-4-yl)-1H-pyrazol-1-yl)propanenitrile). As a reaction SMILES: [CH:1]1(/[C:6](/[N:10]2[CH:14]=[C:13]([C:15]3[C:16]4[CH:23]=[CH:22][N:21]([CH2:24][O:25][CH2:26][CH2:27][Si:28]([CH3:31])([CH3:30])[CH3:29])[C:17]=4[N:18]=[CH:19][N:20]=3)[CH:12]=[N:11]2)=[CH:7]/[C:8]#[N:9])[CH2:5][CH2:4][CH2:3][CH2:2]1.[H][H]>C(Cl)Cl>[CH:1]1([C@@H:6]([N:10]2[CH:14]=[C:13]([C:15]3[C:16]4[CH:23]=[CH:22][N:21]([CH2:24][O:25][CH2:26][CH2:27][Si:28]([CH3:29])([CH3:31])[CH3:30])[C:17]=4[N:18]=[CH:19][N:20]=3)[CH:12]=[N:11]2)[CH2:7][C:8]#[N:9])[CH2:5][CH2:4][CH2:3][CH2:2]1. Reported procedure: A solution of (Z)-3-cyclopentyl-3-(4-(7-((2-(trimethylsilyl)ethoxy)methyl)-7H-pyrrolo[2,3-d]pyrimidin-4-yl)-1H-pyrazol-1-yl)acrylonitrile (19, 116 mg) in methylene chloride (CH2Cl2, 4.0 mL) in a pressure glass tube was treated with the catalyst [Ru(p-cymene)(S—C3-TunePhos)Cl]Cl (8.5 mg) under nitrogen before the reaction mixture was pressurized with hydrogen gas to 60 bar pressure. The reaction mixture was stirred at 75° C. under this hydrogen pressure for 19 h. When HPLC analysis showed that th... Starting materials: Cl.N1C[C@H](CC1)NC(=O)C1=CNC2=C1N=CN=C2C2=C(C=CC=1OCOC12)OCC1CC1 (4-(5-cyclopropylmethoxy-benzo[1,3]dioxol-4-yl)-5H-pyrrolo[3,2-d]pyrimidine-7-carboxylic acid (S)-pyrrolidin-3-ylamide hydrochloride), ClC(=O)COC(C)=O (acetic acid chlorocarbonyl-methyl ester). Product: OCC(=O)N1C[C@H](CC1)NC(=O)C1=CNC2=C1N=CN=C2C2=C(C=CC=1OCOC12)OCC1CC1 (4-(5-Cyclopropylmethoxy-benzo[1,3]dioxol-4-yl)-5H-pyrrolo[3,2-d]pyrimidine-7-carboxylic acid [(S)-1-(2-hydroxy-ethanoyl)-pyrrolidin-3-yl]amide). Reaction SMILES: Cl.[NH:2]1[CH2:6][CH2:5][C@H:4]([NH:7][C:8]([C:10]2[C:14]3[N:15]=[CH:16][N:17]=[C:18]([C:19]4[C:27]5[O:26][CH2:25][O:24][C:23]=5[CH:22]=[CH:21][C:20]=4[O:28][CH2:29][CH:30]4[CH2:32][CH2:31]4)[C:13]=3[NH:12][CH:11]=2)=[O:9])[CH2:3]1.Cl[C:34]([CH2:36][O:37]C(=O)C)=[O:35]>>[OH:37][CH2:36][C:34]([N:2]1[CH2:6][CH2:5][C@H:4]([NH:7][C:8]([C:10]2[C:14]3[N:15]=[CH:16][N:17]=[C:18]([C:19]4[C:27]5[O:26][CH2:25][O:24][C:23]=5[CH:22]=[CH:21][C:20]=4[O:28][CH2:29][CH:30]4[CH2:32][CH2:31]4)[C:13]=3[NH:12][CH:11]=2)=[O:9])[CH2:3]1)=[O:35] |f:0.1|. Reported procedure: Starting from 4-(5-cyclopropylmethoxy-benzo[1,3]dioxol-4-yl)-5H-pyrrolo[3,2-d]pyrimidine-7-carboxylic acid (S)-pyrrolidin-3-ylamide hydrochloride (example A143) and acetic acid chlorocarbonyl-methyl ester the title compound is obtained as colorless solid. Reactants: C(#N)C=1C=CC=2N(C1)C(=CN2)C(=O)OCC (ethyl 6-cyanoimidazo[1,2-a]pyridine-3-carboxylate), [Li+].[OH-] (LiOH), C(CC(O)(C(=O)O)CC(=O)O)(=O)O (citric acid). Run in C1CCOC1.CO (THF MeOH). Reaction conditions: temperature 60 celsius. The product is C(N)(=O)C=1C=CC=2N(C1)C(=CN2)C(=O)O (6-carbamoylimidazo[1,2-a]pyridine-3-carboxylic acid). Reaction SMILES: [C:1]([C:3]1[CH:4]=[CH:5][C:6]2[N:7]([C:9]([C:12]([O:14]CC)=[O:13])=[CH:10][N:11]=2)[CH:8]=1)#[N:2].[Li+].[OH-].C(O)(=O)CC(CC(O)=O)(C(O)=O)[OH:22]>C1COCC1.CO>[C:1]([C:3]1[CH:4]=[CH:5][C:6]2[N:7]([C:9]([C:12]([OH:14])=[O:13])=[CH:10][N:11]=2)[CH:8]=1)(=[O:22])[NH2:2] |f:1.2,4.5|. Reported procedure: To a stirring solution of ethyl 6-cyanoimidazo[1,2-a]pyridine-3-carboxylate (24q) (500 mg, 2.32 mmol) in THF:MeOH (4:1, 5 mL) was added 2N LiOH (4 mL). The reaction was heated at 60° C. for 2 h then acidified with 10% citric acid. The solvent was partially concentrated and the resulting solid was collected by vacuum filtration and was washed with excess water. The product was purified from the crude solid to afford 6-carbamoylimidazo[1,2-a]pyridine-3-carboxylic acid (110). 1H NMR (400 MHz, d6-DM...